From a dataset of the Open Reaction Database (ORD), a public repository of structured organic reaction records. describe an organic reaction: reactants, conditions, products, and yield Starting materials: C1(=CC=C(C=C1)CCl)CCl (p-xylylene dichloride), C(C)(=O)[O-].[K+] (potassium acetate), resultant mixture. Run in C(C)(=O)O (acetic acid). Product: C(C)(=O)OCC1=CC=C(C=C1)COC(C)=O (p-xylylene diacetate). Yield: 63.0%. As a reaction SMILES: [C:1]1([CH2:9]Cl)[CH:6]=[CH:5][C:4]([CH2:7]Cl)=[CH:3][CH:2]=1.[C:11]([O-:14])(=[O:13])[CH3:12].[K+]>C(O)(=O)C>[C:11]([O:14][CH2:9][C:1]1[CH:6]=[CH:5][C:4]([CH2:7][O:14][C:11](=[O:13])[CH3:12])=[CH:3][CH:2]=1)(=[O:13])[CH3:12] |f:1.2|. Reported procedure: 438 gms (2.5 moles) of p-xylylene dichloride were added slowly to a refluxing solution of 539 gms (5.5 moles) of anhydrous potassium acetate in 2000 mls of glacial acetic acid. The resultant mixture was refluxed for a further 2 hours and then cooled. The solution was extracted several times with hot benzene, and the benzene extracts were washed with water until neutral. After distilling off the benzene, the residue was recrystallised from petroleum ether to yield 350 gms of p-xylylene diacetate. Starting materials: COC1=CC=C(CN(C2=NC(=NC(=N2)C)C=2C(=NC=C(C=O)C2)NC=2C=NC(=CC2)OC)CC2=CC=C(C=C2)OC)C=C1 (5-(4-(bis(4-methoxybenzyl)amino)-6-methyl-1,3,5-triazin-2-yl)-6-(6-methoxypyridin-3-ylamino)nicotinaldehyde), COCCN (2-methoxyethanamine). The product is COCCNCC=1C=C(C(=NC1)NC=1C=NC(=CC1)OC)C1=NC(=NC(=N1)C)N (4-(5-((2-Methoxyethylamino)Methyl)-2-(6-Methoxypyridin-3-Ylamino)Pyridin-3-yl)-6-Methyl-1,3,5-Triazin-2-Amine). As a reaction SMILES: COC1C=CC(C[N:8](CC2C=CC(OC)=CC=2)[C:9]2[N:14]=[C:13]([CH3:15])[N:12]=[C:11]([C:16]3[C:17]([NH:24][C:25]4[CH:26]=[N:27][C:28]([O:31][CH3:32])=[CH:29][CH:30]=4)=[N:18][CH:19]=[C:20]([CH:23]=3)[CH:21]=O)[N:10]=2)=CC=1.[CH3:44][O:45][CH2:46][CH2:47][NH2:48]>>[CH3:44][O:45][CH2:46][CH2:47][NH:48][CH2:21][C:20]1[CH:23]=[C:16]([C:11]2[N:12]=[C:13]([CH3:15])[N:14]=[C:9]([NH2:8])[N:10]=2)[C:17]([NH:24][C:25]2[CH:26]=[N:27][C:28]([O:31][CH3:32])=[CH:29][CH:30]=2)=[N:18][CH:19]=1. Procedure details: The title compound was synthesized following an analogous procedure to Example 220 using 5-(4-(bis(4-methoxybenzyl)amino)-6-methyl-1,3,5-triazin-2-yl)-6-(6-methoxypyridin-3-ylamino)nicotinaldehyde (0.24 g, 0.415 mmol) and 2-methoxyethanamine (Aldrich, St. Louis, Mo.) (0.054 mL, 0.623 mmol). 1H NMR (400 MHz, CDCl3) δ 11.63 (s, 1H); 8.78 (d, J=2.54 Hz, 1H); 8.35 (d, J=2.54 Hz, 1H); 8.24 (d, J=2.54 Hz, 1H); 8.12 (dd, J=8.80, 2.74 Hz, 1H); 6.77 (d, J=8.80 Hz, 1H); 5.63 (s, 2H); 3.94 (s, 3H); 3.78 (s... The reactants are C=1SC=C2NC3=C(NC(C21)=O)C=CC=C3 (4,9-dihydro-10H-thieno[3,4-b][1,5]benzodiazepin-10-one), C1(CC1)C(=O)Cl (cyclopropanecarbonyl chloride). The solvent is C1=CC=CC=C1 (benzene). Product: C1(CC1)C(=O)N1C=2C(C(NC3=C1C=CC=C3)=O)=CSC2 (4-Cyclopropylcarbonyl-4,9-dihydro-10H-thieno[3,4-b][1,5]benzodiazepin-10-on). Reaction SMILES: [CH:1]1[S:2][CH:3]=[C:4]2[C:10]=1[C:9](=[O:11])[NH:8][C:7]1[CH:12]=[CH:13][CH:14]=[CH:15][C:6]=1[NH:5]2.[CH:16]1([C:19](Cl)=[O:20])[CH2:18][CH2:17]1>C1C=CC=CC=1>[CH:16]1([C:19]([N:5]2[C:6]3[CH:15]=[CH:14][CH:13]=[CH:12][C:7]=3[NH:8][C:9](=[O:11])[C:10]3=[CH:1][S:2][CH:3]=[C:4]23)=[O:20])[CH2:18][CH2:17]1. Reported procedure: To a mixture of 10.0 g. of 4,9-dihydro-10H-thieno[3,4-b][1,5]benzodiazepin-10-one in 100 ml. of benzene is added 11 g. of cyclopropanecarbonyl chloride. The mixture is refluxed for 3 hours and then filtered. The filtrate is washed four times with aqueous sodium bicarbonate, the organic layer is dried over magnesium sulfate and then is filtered. The filtrate is evaporated to give the desired product as pale pink crystals, mp. 245°-247° C. The reactants are S(=O)(Cl)Cl (thionyl chloride), acyl chloride, O1C=C(C(C2=CC=CC=C12)=O)C(=O)N (chromone-3-carboxamide), S(=O)(Cl)Cl (thionyl chloride), O1C=C(C(C2=CC=CC=C12)=O)C(=O)N (chromone-3-carboxamide), 3-cyanochromones, chromone-3-carboxylic acids, O1C=C(C(C2=CC=CC=C12)=O)C(=O)O (chromone-3-carboxylic acid), acyl chloride. Run in CN(C=O)C (N,N-dimethylformamide). Yields the product C(#N)C1=COC2=CC=CC=C2C1=O (3-cyanochromone). Yield: 75.0%. As a reaction SMILES: O1C2C(=CC=CC=2)C(=O)C(C(O)=O)=C1.S(Cl)(Cl)=O.[O:19]1[C:28]2[C:23](=[CH:24][CH:25]=[CH:26][CH:27]=2)[C:22](=[O:29])[C:21]([C:30]([NH2:32])=O)=[CH:20]1>CN(C)C=O>[C:30]([C:21]1[C:22](=[O:29])[C:23]2[C:28](=[CH:27][CH:26]=[CH:25][CH:24]=2)[O:19][CH:20]=1)#[N:32]. Procedure details: The present invention concerns a novel method of preparing these 3-cyanochromones from chromone-3-carboxylic acids. The reaction mechanism of the present invention may best be described by the following reaction scheme: ##STR4## Referring to the reaction scheme, chromone-3-carboxylic acid is initially converted to the acyl chloride by treating with thionyl chloride as disclosed in U.S. Pat. No. 3,849,446 to Von Strandtmann, et al., issued Nov. 19, 1974. The acyl chloride is then converted to the...